Dataset: the Open Reaction Database (ORD), a public repository of structured organic reaction records. Task: describe an organic reaction: reactants, conditions, products, and yield The reactants are [Br-], [Li]CCCC, C[P+](c1ccccc1)(c1ccccc1)c1ccccc1, COC(=O)C(=O)c1cc2c(cc1OC)CCC(=O)N2C, C1CCOC1. Product: C=C(C(=O)OC)c1cc2c(cc1OC)CCC(=O)N2C. Reaction SMILES: [Br-:26].[CH2:1]([Li:2])[CH2:3][CH2:4][CH3:5].[CH3:27][P+:28]([c:29]1[cH:30][cH:31][cH:32][cH:33][cH:34]1)([c:35]1[cH:36][cH:37][cH:38][cH:39][cH:40]1)[c:41]1[cH:42][cH:43][cH:44][cH:45][cH:46]1.[CH3:6][O:7][C:8]([C:9](=[O:10])[c:11]1[c:12]([O:23][CH3:24])[cH:13][c:14]2[c:19]([cH:20]1)[N:18]([CH3:21])[C:17](=[O:22])[CH2:16][CH2:15]2)=[O:25].[O:47]1[CH2:48][CH2:49][CH2:50][CH2:51]1>>[CH2:1]=[C:9]([C:8]([O:7][CH3:6])=[O:25])[c:11]1[c:12]([O:23][CH3:24])[cH:13][c:14]2[c:19]([cH:20]1)[N:18]([CH3:21])[C:17](=[O:22])[CH2:16][CH2:15]2. Reactants: C1CCOC1, CCCC[Sn](CCCC)(CCCC)c1ccnn1-c1ccc(Cl)cc1, COC(=O)c1nc(I)c(C)n(-c2cccc(C(F)(F)F)c2)c1=O. The product is COC(=O)c1nc(-c2ccnn2-c2ccc(Cl)cc2)c(C)n(-c2cccc(C(F)(F)F)c2)c1=O. Reaction SMILES: [CH2:49]1[O:50][CH2:51][CH2:52][CH2:53]1.[Cl:24][c:25]1[cH:26][cH:27][c:28](-[n:31]2[n:32][cH:33][cH:34][c:35]2[Sn:36]([CH2:37][CH2:38][CH2:39][CH3:40])([CH2:41][CH2:42][CH2:43][CH3:44])[CH2:45][CH2:46][CH2:47][CH3:48])[cH:29][cH:30]1.[I:1][c:2]1[c:3]([CH3:23])[n:4](-[c:13]2[cH:14][c:15]([C:19]([F:20])([F:21])[F:22])[cH:16][cH:17][cH:18]2)[c:5](=[O:12])[c:6]([C:8](=[O:9])[O:10][CH3:11])[n:7]1>>[c:2]1(-[c:35]2[n:31](-[c:28]3[cH:27][cH:26][c:25]([Cl:24])[cH:30][cH:29]3)[n:32][cH:33][cH:34]2)[c:3]([CH3:23])[n:4](-[c:13]2[cH:14][c:15]([C:19]([F:20])([F:21])[F:22])[cH:16][cH:17][cH:18]2)[c:5](=[O:12])[c:6]([C:8](=[O:9])[O:10][CH3:11])[n:7]1. The reactants are C[C@@H]1CC[C@H](C(=O)C1)C(C)C (menthone), CC1=CC(=O)C(CC1)C(C)C (piperitone). The product is C[C@@H]1CC[C@H]([C@@H](C1)O)C(C)C (d,l-menthol). As a reaction SMILES: [CH3:1][C@H:2]1[CH2:8][C:6](=[O:7])[C@H:5]([CH:9]([CH3:11])[CH3:10])[CH2:4][CH2:3]1.CC1CCC(C(C)C)C(=O)C=1>>[CH3:1][C@H:2]1[CH2:8][C@@H:6]([OH:7])[C@H:5]([CH:9]([CH3:11])[CH3:10])[CH2:4][CH2:3]1. Procedure: 0.04 % of menthone, piperitone; and Reactants: CCOC(=O)C(N)Cc1ccc(O)cc1, C(=NC1CCCCC1)=NC1CCCCC1, Cl, O=C(O)c1cccnc1, c1ccncc1. Product: CCOC(=O)C(Cc1ccc(O)cc1)NC(=O)c1cccnc1. As a reaction SMILES: [CH2:26]([CH3:27])[O:28][C:29]([CH:30]([NH2:31])[CH2:32][c:33]1[cH:34][cH:35][c:36]([OH:39])[cH:37][cH:38]1)=[O:40].[CH:10]1([N:11]=[C:12]=[N:13][CH:14]2[CH2:15][CH2:16][CH2:17][CH2:18][CH2:19]2)[CH2:20][CH2:21][CH2:22][CH2:23][CH2:24]1.[ClH:25].[OH:1][C:2](=[O:3])[c:4]1[cH:5][cH:6][cH:7][n:8][cH:9]1.[cH:41]1[cH:42][cH:43][n:44][cH:45][cH:46]1>>[C:2](=[O:3])([c:4]1[cH:5][cH:6][cH:7][n:8][cH:9]1)[NH:31][CH:30]([C:29]([O:28][CH2:26][CH3:27])=[O:40])[CH2:32][c:33]1[cH:34][cH:35][c:36]([OH:39])[cH:37][cH:38]1. Starting materials: CCOC(=O)CCN1C(=O)CC1(C(=O)OCC)C(=O)OCC, CS(C)=O, [Cl-], [Na+], O. Product: CCOC(=O)CCN1C(=O)CC1C(=O)OCC. Reaction SMILES: [CH2:1]([CH3:2])[O:3][C:4](=[O:5])[CH2:6][CH2:7][N:8]1[C:9]([C:13](=[O:14])[O:15][CH2:16][CH3:17])([C:18]([O:19][CH2:20][CH3:21])=[O:22])[CH2:10][C:11]1=[O:12].[CH3:26][S:27](=[O:28])[CH3:29].[Cl-:24].[Na+:23].[OH2:25]>>[CH2:1]([CH3:2])[O:3][C:4](=[O:5])[CH2:6][CH2:7][N:8]1[CH:9]([C:13](=[O:14])[O:15][CH2:16][CH3:17])[CH2:10][C:11]1=[O:12].